From a dataset of the Open Reaction Database (ORD), a public repository of structured organic reaction records. describe an organic reaction: reactants, conditions, products, and yield Reactants: C(C1=CC=CC=C1)(C1=CC=CC=C1)N1CC(C1)OC(C1=C(C=CC=C1)Cl)C1=C(C=CC=C1)Cl (1-benzhydryl-3-(2,2′-dichlorobenzhydryloxy)azetidine), Cl.ClC1=C(C(C2=CC=C(C=C2)Cl)OC2CNC2)C=CC=C1 (3-(2,4′-dichlorobenzhydryloxy)azetidine hydrochloride). Yields the product Cl.ClC1=C(C(C2=C(C=CC=C2)Cl)OC2CNC2)C=CC=C1 (3-(2,2′-dichlorobenzhydryloxy)azetidine hydrochloride). Reaction SMILES: C([N:14]1[CH2:17][CH:16]([O:18][CH:19]([C:27]2[CH:32]=[CH:31][CH:30]=[CH:29][C:28]=2[Cl:33])[C:20]2[CH:25]=[CH:24][CH:23]=[CH:22][C:21]=2[Cl:26])[CH2:15]1)(C1C=CC=CC=1)C1C=CC=CC=1.Cl.ClC1C=CC=CC=1C(OC1CNC1)C1C=CC(Cl)=CC=1>>[ClH:26].[Cl:33][C:28]1[CH:29]=[CH:30][CH:31]=[CH:32][C:27]=1[CH:19]([O:18][CH:16]1[CH2:17][NH:14][CH2:15]1)[C:20]1[CH:25]=[CH:24][CH:23]=[CH:22][C:21]=1[Cl:26] |f:1.2,3.4|. Procedure details: This material was prepared from compound (67) (12.7 mmol) using the procedure described for compound (9) (1.58 g, 48%). Starting materials: COc1cccnc1NC(=O)c1cccc(S(=O)(=O)N2CCCC(C(=O)O)C2)c1, CN. The product is CNC(=O)C1CCCN(S(=O)(=O)c2cccc(C(=O)Nc3ncccc3OC)c2)C1. RXN SMILES: [CH3:1][O:2][c:3]1[c:4]([NH:9][C:10](=[O:11])[c:12]2[cH:13][c:14]([S:18](=[O:19])(=[O:20])[N:21]3[CH2:22][CH:23]([C:27](=[O:28])[OH:29])[CH2:24][CH2:25][CH2:26]3)[cH:15][cH:16][cH:17]2)[n:5][cH:6][cH:7][cH:8]1.[CH3:30][NH2:31]>>[CH3:1][O:2][c:3]1[c:4]([NH:9][C:10](=[O:11])[c:12]2[cH:13][c:14]([S:18](=[O:19])(=[O:20])[N:21]3[CH2:22][CH:23]([C:27](=[O:28])[NH:31][CH3:30])[CH2:24][CH2:25][CH2:26]3)[cH:15][cH:16][cH:17]2)[n:5][cH:6][cH:7][cH:8]1.